From a dataset of the Open Reaction Database (ORD), a public repository of structured organic reaction records. describe an organic reaction: reactants, conditions, products, and yield Reactants: FC=1C=CC2=C(N=C(C=3C(N2)=NN(C3)C)N3CCN(CC3)C)C1 (7-Fluoro-2,10-dihydro-2-methyl-4-(4-methyl-1-piperazinyl)-pyrazolo[3,4-b][1,5]benzodiazepine), ClC1=CC(=CC=C1)C(=O)OO (m-chloroperbenzoic acid). Solvent: ClCCl (dichloromethane). Conditions: time 30 minute. The product is O.FC=1C=CC2=C(N=C(C=3C(N2)=NN(C3)C)N3CC[N+](CC3)(C)[O-])C1 (4-(7-Fluoro-2,10-dihydro-2-methyl-pyrazolo[3,4-b][1,5]benzodiazepin-4-yl)-1-methyl piperazine-1-oxide monohydrate). As a reaction SMILES: [F:1][C:2]1[CH:3]=[CH:4][C:5]2[NH:11][C:10]3=[N:12][N:13]([CH3:15])[CH:14]=[C:9]3[C:8]([N:16]3[CH2:21][CH2:20][N:19]([CH3:22])[CH2:18][CH2:17]3)=[N:7][C:6]=2[CH:23]=1.ClC1C=CC=C(C(OO)=[O:32])C=1>ClCCl>[OH2:32].[F:1][C:2]1[CH:3]=[CH:4][C:5]2[NH:11][C:10]3=[N:12][N:13]([CH3:15])[CH:14]=[C:9]3[C:8]([N:16]3[CH2:17][CH2:18][N+:19]([O-:32])([CH3:22])[CH2:20][CH2:21]3)=[N:7][C:6]=2[CH:23]=1 |f:3.4|. Procedure details: 7-Fluoro-2,10-dihydro-2-methyl-4-(4-methyl-1-piperazinyl)-pyrazolo[3,4-b][1,5]benzodiazepine (2.0 g) was stirred in dichloromethane (50 ml) at 0°-5° C. whilst m-chloroperbenzoic acid (1.5 g) was added in portions. The solution was stirred for 30 minutes then filtered through a column of basic alumina, eluting with 9:1 chloroform:methanol to give, after removal of the solvent and crystallisation from acetonitrile-diethyl ether, the title compound m.p. 228°. Starting materials: crude material, CC(=CC(=O)NC(=S)N1CCCC1)C (3-methyl-N-(pyrrolidine-1-carbonothioyl)but-2-enamide), C([O-])([O-])=O.[Na+].[Na+] (sodium carbonate), IC (iodomethane). The solvent is O1CCCC1 (tetrahydrofuran). Reaction conditions: temperature 70 celsius, time 18 hour. Product: CS\C(\N1CCCC1)=N/C(C=C(C)C)=O (3-methyl-but-2-enoic acid 1-methylsulfanyl-1-pyrrolidin-1-yl-meth-(Z)-ylideneamide). Isolated yield 48.7%. As a reaction SMILES: [CH3:1][C:2]([CH3:14])=[CH:3][C:4]([NH:6][C:7]([N:9]1[CH2:13][CH2:12][CH2:11][CH2:10]1)=[S:8])=[O:5].[C:15](=O)([O-])[O-].[Na+].[Na+].IC>O1CCCC1>[CH3:15][S:8]/[C:7](=[N:6]\[C:4](=[O:5])[CH:3]=[C:2]([CH3:14])[CH3:1])/[N:9]1[CH2:10][CH2:11][CH2:12][CH2:13]1 |f:1.2.3|. Procedure details: A mixture of 3-methyl-N-(pyrrolidine-1-carbonothioyl)but-2-enamide (230 mg, 1.08 mmol, Eq: 1.00), sodium carbonate (121 mg, 1.14 mmol, Eq: 1.05) and iodomethane (769 mg, 339 μl, 5.42 mmol, Eq: 5) in tetrahydrofuran (7 ml) was stirred for 18 hours at 70° C. The crude material was applied on silicagel and purified by flash chromatography over a 20 g silicagel column using heptane/ethyl acetate 50-100% as eluent affording 3-methyl-but-2-enoic acid 1-methylsulfanyl-1-pyrrolidin-1-yl-meth-(Z)-ylidene... Starting materials: FC1=C(OC=2C=CC=3C(NN=CC3N2)=O)C=CC(=C1)F (2-(2,4-difluorophenoxy)pyrido[3,2-d]pyridazin-5(6H)-one), O=P(Cl)(Cl)Cl (POCl3). Conditions: temperature 95 celsius. Yields the product ClC1=NN=CC2=C1C=CC(=N2)OC2=C(C=C(C=C2)F)F (5-chloro-2-(2,4-difluorophenoxy)pyrido[3,2-d]pyridazine). RXN SMILES: [F:1][C:2]1[CH:19]=[C:18]([F:20])[CH:17]=[CH:16][C:3]=1[O:4][C:5]1[CH:6]=[CH:7][C:8]2[C:9](=O)[NH:10][N:11]=[CH:12][C:13]=2[N:14]=1.O=P(Cl)(Cl)[Cl:23]>>[Cl:23][C:9]1[C:8]2[CH:7]=[CH:6][C:5]([O:4][C:3]3[CH:16]=[CH:17][C:18]([F:20])=[CH:19][C:2]=3[F:1])=[N:14][C:13]=2[CH:12]=[N:11][N:10]=1. Reported procedure: A mixture of 2-(2,4-difluorophenoxy)pyrido[3,2-d]pyridazin-5(6H)-one (1.00 g, 3.63 mmol) in POCl3 (8.00 mL, 85.82 mmol) was heated at 95° C. for 4 h. The excess POCl3 was removed under reduced pressure and the crude residue was treated with ice and 1N NaOH. The precipitated solid was filtered, rinsed with 2×5 mL of water followed by 2×5 mL of ether to provide 5-chloro-2-(2,4-difluorophenoxy)pyrido[3,2-d]pyridazine as a tan amorphous solid. MS (ESI, pos.ion) m/z: M+1=294.0 The solvent is CC(=O)N(C)C (DMA), CCOC(=O)C (EtOAc). The reactants are OC[C@@H]1CN(CCN1)C(=O)OCC1=CC=CC=C1 ((S)-benzyl 3-(hydroxymethyl)piperazine-1-carboxylate), C(#N)C1=C(C=C(C=C1)NC(OC1=CC=CC=C1)=O)C(F)(F)F (phenyl 4-cyano-3-(trifluoromethyl)phenylcarbamate), CC(C)OC(=O)/N=N/C(=O)OC(C)C (DIAD), C1=CC=C(C=C1)P(C2=CC=CC=C2)C3=CC=CC=C3 (PPh3). Procedure: To (S)-benzyl 3-(hydroxymethyl)piperazine-1-carboxylate (256 mg, 1.02 mmol) in DMA (1 mL) was added phenyl 4-cyano-3-(trifluoromethyl)phenylcarbamate (250 mg, 0.82 mmol), and the mixture was heated to 40° C. for 5 h. The reaction was cooled to RT, and PPh3 (321 mg, 1.22 mmol) followed by DIAD (241 μL, 1.22 mmol) were added to the reaction. After stirring for 15 min at RT, the reaction was diluted with EtOAc (20 mL) and washed twice with 0.5 N NaOH (10 mL), then twice with sat'd brine (10 mL). Th... Reaction conditions: temperature 40 celsius, time 15 minute. Isolated yield 51.3%. RXN SMILES: O[CH2:2][C@H:3]1[NH:8][CH2:7][CH2:6][N:5]([C:9]([O:11][CH2:12][C:13]2[CH:18]=[CH:17][CH:16]=[CH:15][CH:14]=2)=[O:10])[CH2:4]1.[C:19]([C:21]1[CH:26]=[CH:25][C:24]([NH:27][C:28](=O)[O:29]C2C=CC=CC=2)=[CH:23][C:22]=1[C:37]([F:40])([F:39])[F:38])#[N:20].C1C=CC(P(C2C=CC=CC=2)C2C=CC=CC=2)=CC=1.CC(OC(/N=N/C(OC(C)C)=O)=O)C>CC(N(C)C)=O.CCOC(C)=O>[C:19]([C:21]1[CH:26]=[CH:25][C:24]([N:27]2[CH2:2][C@@H:3]3[CH2:4][N:5]([C:9]([O:11][CH2:12][C:13]4[CH:18]=[CH:17][CH:16]=[CH:15][CH:14]=4)=[O:10])[CH2:6][CH2:7][N:8]3[C:28]2=[O:29])=[CH:23][C:22]=1[C:37]([F:38])([F:39])[F:40])#[N:20]. Yields the product C(#N)C1=C(C=C(C=C1)N1C(N2[C@@H](CN(CC2)C(=O)OCC2=CC=CC=C2)C1)=O)C(F)(F)F ((R)-benzyl 2-(4-cyano-3-(trifluoromethyl)phenyl)-3-oxo-hexahydroimidazo[1,5-a]pyrazine-7(1H)-carboxylate).